Dataset: the Open Reaction Database (ORD), a public repository of structured organic reaction records. Task: describe an organic reaction: reactants, conditions, products, and yield As a reaction SMILES: [Br:1][CH2:2][CH2:3][CH2:4][OH:5].[Br:6][c:7]1[cH:8][c:9]([C:10](=[O:11])[N:12]([CH3:13])[c:14]2[c:15]([OH:21])[cH:16][cH:17][cH:18][c:19]2[CH3:20])[cH:22][cH:23][c:24]1[Cl:25].[ClH:32].[K+:26].[K+:27].[O-:28][C:29]([O-:30])=[O:31].[O:33]=[CH:34][N:35]([CH3:36])[CH3:37]>>[CH2:2]([CH2:3][CH2:4][OH:5])[O:21][c:15]1[c:14]([N:12]([C:10]([c:9]2[cH:8][c:7]([Br:6])[c:24]([Cl:25])[cH:23][cH:22]2)=[O:11])[CH3:13])[c:19]([CH3:20])[cH:18][cH:17][cH:16]1. Yields the product Cc1cccc(OCCCO)c1N(C)C(=O)c1ccc(Cl)c(Br)c1. The reactants are OCCCBr, Cc1cccc(O)c1N(C)C(=O)c1ccc(Cl)c(Br)c1, Cl, [K+], [K+], O=C([O-])[O-], CN(C)C=O. Starting materials: C1CCOC1, COC(=O)c1cc2ccccc2c(CCSC)n1, CO, [Li+], [OH-]. Product: CSCCc1nc(C(=O)O)cc2ccccc12. Reaction SMILES: [CH2:21]1[O:22][CH2:23][CH2:24][CH2:25]1.[CH3:1][O:2][C:3](=[O:4])[c:5]1[n:6][c:7]([CH2:15][CH2:16][S:17][CH3:18])[c:8]2[cH:9][cH:10][cH:11][cH:12][c:13]2[cH:14]1.[CH3:26][OH:27].[Li+:20].[OH-:19]>>[O:2]=[C:3]([OH:4])[c:5]1[n:6][c:7]([CH2:15][CH2:16][S:17][CH3:18])[c:8]2[cH:9][cH:10][cH:11][cH:12][c:13]2[cH:14]1. Reactants: COc1cc(C#N)ccc1O, ClCCCBr, [K+], [K+], O=C([O-])[O-], CN(C)C=O. Product: COc1cc(C#N)ccc1OCCCCl. RXN SMILES: [CH3:1][O:2][c:3]1[c:4]([OH:11])[cH:5][cH:6][c:7]([C:9]#[N:10])[cH:8]1.[Cl:18][CH2:19][CH2:20][CH2:21][Br:22].[K+:12].[K+:13].[O-:14][C:15]([O-:16])=[O:17].[O:23]=[CH:24][N:25]([CH3:26])[CH3:27]>>[CH3:1][O:2][c:3]1[c:4]([O:11][CH2:21][CH2:20][CH2:19][Cl:18])[cH:5][cH:6][c:7]([C:9]#[N:10])[cH:8]1. Reactants: NO (amino alcohol), C(C(C)C)Br (isobutyl bromide), NC1(C2CCC(C1)C2)C(=O)O (2-Aminonorbornane-2-carboxylic acid), NC1(C2CCC(C1)C2)CO (2-amino-2-(hydroxymethyl)norbornane). The solvent is CN(C)C=O (DMF). Product: C(C(C)C)NC1(C2CCC(C1)C2)CO (2-(isobutylamino)-2-(hydroxymethyl)norbornane), mixture. Isolated yield 55.0%. Reaction SMILES: [NH2:1][C:2]1([C:9]([OH:11])=O)[CH2:7][CH:6]2[CH2:8][CH:3]1[CH2:4][CH2:5]2.N[C:13]1([CH2:20]O)[CH2:18]C2C[CH:14]1CC2.NO.C(Br)C(C)C>CN(C=O)C>[CH2:14]([NH:1][C:2]1([CH2:9][OH:11])[CH2:7][CH:6]2[CH2:8][CH:3]1[CH2:4][CH2:5]2)[CH:13]([CH3:20])[CH3:18]. Procedure details: 2-Aminonorbornane-2-carboxylic acid was converted into 2-amino-2-(hydroxymethyl)norbornane as a diastereomeric mixture in a manner analogous to Method B1a. A solution of the amino alcohol (0.31 g, 2.16 mmol) and isobutyl bromide (0.23 ml, 2.16 ml) in DMF (3 mL) was heated at 90° C. for 92 h, then cooled to room temp. and partitioned between EtOAc (100 mL) and a saturated NaHCO3 solution (100 mL). The organic layer was washed with a saturated NaCl solution (50 mL), dried (MgSO4), and concentrated...